Dataset: the Open Reaction Database (ORD), a public repository of structured organic reaction records. Task: describe an organic reaction: reactants, conditions, products, and yield The product is OCCN(C1=NC(=NC(=N1)N(CCO)CCO)N(CCO)CCO)CCO (hexakis(2-hydroxyethyl)melamine). As a reaction SMILES: [N:1]1[C:8](Cl)=[N:7][C:5](Cl)=[N:4][C:2]=1Cl.[NH:10]([CH2:14][CH2:15][OH:16])[CH2:11][CH2:12][OH:13]>>[OH:13][CH2:12][CH2:11][N:10]([CH2:14][CH2:15][OH:16])[C:2]1[N:4]=[C:5]([N:10]([CH2:14][CH2:15][OH:16])[CH2:11][CH2:12][OH:13])[N:7]=[C:8]([N:10]([CH2:14][CH2:15][OH:16])[CH2:11][CH2:12][OH:13])[N:1]=1. Starting materials: N1=C(Cl)N=C(Cl)N=C1Cl (cyanuric chloride), N(CCO)CCO (diethanolamine). Procedure: It is known that cyanuric chloride will react with diethanolamine to yield hexakis(2-hydroxyethyl)melamine (Jour. Am. Chem. Soc. 73,2984 (1951). ##STR1## wherein R1 is N(CH2CH2OH)2 Starting materials: OC1=C(C=CC=C1)SC(C(=O)C1=CC=C(C=C1)O[Si](C(C)C)(C(C)C)C(C)C)C (2-[(2-hydroxyphenyl)thio]-1-{4-[(triisopropylsilyl)oxy]phenyl}propan-1-one), OC1=CC=C(C=C1)C(CCC)=O (4′-hydroxybutyrophenone). Yields the product OC1=C(C=CC=C1)SC(C(=O)C1=CC=C(C=C1)O[Si](C(C)C)(C(C)C)C(C)C)CC (2-[(2-hydroxyphenyl)thio]-1-{4-[(triisopropylsilyl)oxy]phenyl}butan-1-one). RXN SMILES: [OH:1][C:2]1[CH:7]=[CH:6][CH:5]=[CH:4][C:3]=1[S:8][CH:9]([CH3:29])[C:10]([C:12]1[CH:17]=[CH:16][C:15]([O:18][Si:19]([CH:26]([CH3:28])[CH3:27])([CH:23]([CH3:25])[CH3:24])[CH:20]([CH3:22])[CH3:21])=[CH:14][CH:13]=1)=[O:11].O[C:31]1C=CC(C(=O)CCC)=CC=1>>[OH:1][C:2]1[CH:7]=[CH:6][CH:5]=[CH:4][C:3]=1[S:8][CH:9]([CH2:29][CH3:31])[C:10]([C:12]1[CH:17]=[CH:16][C:15]([O:18][Si:19]([CH:23]([CH3:25])[CH3:24])([CH:26]([CH3:28])[CH3:27])[CH:20]([CH3:21])[CH3:22])=[CH:14][CH:13]=1)=[O:11]. Procedure details: The intended compound was obtained according to the method of Reference Example 1-1-(1), (2), (3), according to a method similar to it, and according to a combination of the method with an ordinary method, but using 4′-hydroxybutyrophenone as the starting material. 1HNMR (400 MHz, CDCl3, ppm): 1.02-1.19 (18H, m), 1.21-1.32 (3H, m), 1.80-2.05 (211, m), 4.36 (1H, t, J=6.9 Hz), 6.77-7.02 (4H, m), 7.22-7.37 (2H, m), 7.77-7.79 (2H, m) The reactants are CC(=O)SCC(=O)O, C(=NC1CCCCC1)=NC1CCCCC1, C1COCCO1, O=C1CCC(=O)N1O. The product is O=C(NC1CCCCC1)NC1CCCCC1. As a reaction SMILES: [C:1]([S:2][CH2:4][C:5]([OH:6])=[O:7])(=[O:3])[CH3:8].[CH:17]1([N:23]=[C:24]=[N:25][CH:26]2[CH2:27][CH2:28][CH2:29][CH2:30][CH2:31]2)[CH2:18][CH2:19][CH2:20][CH2:21][CH2:22]1.[O:32]1[CH2:33][CH2:34][O:35][CH2:36][CH2:37]1.[OH:9][N:10]1[C:11](=[O:12])[CH2:13][CH2:14][C:15]1=[O:16]>>[O:3]=[C:24]([NH:23][CH:17]1[CH2:18][CH2:19][CH2:20][CH2:21][CH2:22]1)[NH:25][CH:26]1[CH2:27][CH2:28][CH2:29][CH2:30][CH2:31]1.